Dataset: the Open Reaction Database (ORD), a public repository of structured organic reaction records. Task: describe an organic reaction: reactants, conditions, products, and yield Reactants: peroxide, C(C=C)(=O)O (acrylic acid), C1OC=2C=C(CC(C(=O)[O-])=C)C=CC2O1 (3,4-methylenedioxybenzylacrylate), CC(C)(C#N)N=NC(C)(C)C#N (AIBN), solution, C1=CC=CC=C1 (benzene). Solvent: O1CCOCC1 (dioxane). Conditions: temperature 60 celsius, time 90 minute. Yields the product C1OC=2C=C(CC(C(=O)[O-])=C)C=CC2O1.C(C=C)(=O)O (3,4-methylenedioxybenzylacrylate acrylic acid). Reaction SMILES: [C:1]([OH:5])(=[O:4])[CH:2]=[CH2:3].[CH2:6]1[O:20][C:19]2[CH:18]=[CH:17][C:10]([CH2:11][C:12](=[CH2:16])[C:13]([O-:15])=[O:14])=[CH:9][C:8]=2[O:7]1.CC(N=NC(C#N)(C)C)(C#N)C.C1C=CC=CC=1>O1CCOCC1>[CH2:6]1[O:20][C:19]2[CH:18]=[CH:17][C:10]([CH2:11][C:12](=[CH2:16])[C:13]([O-:15])=[O:14])=[CH:9][C:8]=2[O:7]1.[C:1]([OH:5])(=[O:4])[CH:2]=[CH2:3] |f:5.6|. Reported procedure: A homogeneous mixture of 4 ml of peroxide-free dioxane, 5.124 g of acrylic acid, 1.639 g of 3,4-methylenedioxybenzylacrylate and 69 mg of AIBN is introduced into a vial previously dried in nitrogen atmosphere and bearing a tail-shape end, then the vial is flame-sealed and heated to 60° C. in a thermostat with stirring for 90 minutes. The vial contents are poured into benzene and the solid which is precipitated is filtered, dissolved in a little amount of dioxane and precipitated again in benzene...